From a dataset of the Open Reaction Database (ORD), a public repository of structured organic reaction records. describe an organic reaction: reactants, conditions, products, and yield Reported procedure: 163 mg of 3-(2-aminoethoxy)benzonitrile and 0.5 ml of diisopropylethylamine were dissolved in 10 ml of dimethylformamide. A solution of 250 mg (1.1 mmol) of 2-naphthalenesulfonyl chloride in dimethylformamide was added to the obtained solution under cooling with ice, and they were stirred under cooling with ice for 2 hours. The title compound was obtained by the same isolation process as that of step 1 in Example 1 with ethyl acetate as the extractant. Starting materials: C1=C(C=CC2=CC=CC=C12)S(=O)(=O)Cl (2-naphthalenesulfonyl chloride), C(C)(=O)OCC (ethyl acetate), NCCOC=1C=C(C#N)C=CC1 (3-(2-aminoethoxy)benzonitrile), C(C)(C)N(CC)C(C)C (diisopropylethylamine). As a reaction SMILES: [NH2:1][CH2:2][CH2:3][O:4][C:5]1[CH:6]=[C:7]([CH:10]=[CH:11][CH:12]=1)[C:8]#[N:9].C(N(C(C)C)CC)(C)C.[CH:22]1[C:31]2[C:26](=[CH:27][CH:28]=[CH:29][CH:30]=2)[CH:25]=[CH:24][C:23]=1[S:32](Cl)(=[O:34])=[O:33].C(OCC)(=O)C>CN(C)C=O>[CH:22]1[C:31]2[C:26](=[CH:27][CH:28]=[CH:29][CH:30]=2)[CH:25]=[CH:24][C:23]=1[S:32]([NH:1][CH2:2][CH2:3][O:4][C:5]1[CH:6]=[C:7]([CH:10]=[CH:11][CH:12]=1)[C:8]#[N:9])(=[O:33])=[O:34]. Run in CN(C=O)C (dimethylformamide), CN(C=O)C (dimethylformamide). Product: C1=C(C=CC2=CC=CC=C12)S(=O)(=O)NCCOC=1C=C(C#N)C=CC1 (3-[2-(2-naphthalenesulfonylamino)ethoxy]benzonitrile). The reactants are CCN1CCNCC1, CCCOc1ccccc1-c1nc2c(c(CC)nn2C2CCCC2)c(=O)[nH]1, O=S(=O)(O)Cl, ClCCl, O, O=S(=O)(Cl)Cl. Product: CCCOc1ccc(S(=O)(=O)N2CCN(CC)CC2)cc1-c1nc2c(c(CC)nn2C2CCCC2)c(=O)[nH]1. As a reaction SMILES: [CH2:33]([CH3:34])[N:35]1[CH2:36][CH2:37][NH:38][CH2:39][CH2:40]1.[CH:1]1([n:6]2[n:7][c:8]([CH2:26][CH3:27])[c:9]3[c:10]2[n:11][c:12](-[c:16]2[c:17]([O:22][CH2:23][CH2:24][CH3:25])[cH:18][cH:19][cH:20][cH:21]2)[nH:13][c:14]3=[O:15])[CH2:2][CH2:3][CH2:4][CH2:5]1.[Cl:28][S:29](=[O:30])(=[O:31])[OH:32].[Cl:46][CH2:47][Cl:48].[OH2:49].[S:41]([Cl:42])([Cl:43])(=[O:44])=[O:45]>>[CH:1]1([n:6]2[n:7][c:8]([CH2:26][CH3:27])[c:9]3[c:10]2[n:11][c:12](-[c:16]2[c:17]([O:22][CH2:23][CH2:24][CH3:25])[cH:18][cH:19][c:20]([S:29](=[O:30])(=[O:32])[N:38]4[CH2:37][CH2:36][N:35]([CH2:33][CH3:34])[CH2:40][CH2:39]4)[cH:21]2)[nH:13][c:14]3=[O:15])[CH2:2][CH2:3][CH2:4][CH2:5]1. The reactants are NC1=C(C(=O)N2CCCCC2)C=CC=C1 (1-(2-aminobenzoyl)piperidine), CC1=NC=CC(=C1)Cl (2-methyl-4-chloropyridine). Run in C(C)(=O)O (acetic acid). Reaction conditions: time 8 hour. Yields the product CC1=NC=CC(=C1)NC1=C(C(=O)N2CCCCC2)C=CC=C1 (1-[2-(2-methyl-4-pyridinylamino)benzoyl]piperidine). Yield: 9.8%. RXN SMILES: [NH2:1][C:2]1[CH:15]=[CH:14][CH:13]=[CH:12][C:3]=1[C:4]([N:6]1[CH2:11][CH2:10][CH2:9][CH2:8][CH2:7]1)=[O:5].[CH3:16][C:17]1[CH:22]=[C:21](Cl)[CH:20]=[CH:19][N:18]=1>C(O)(=O)C>[CH3:16][C:17]1[CH:22]=[C:21]([NH:1][C:2]2[CH:15]=[CH:14][CH:13]=[CH:12][C:3]=2[C:4]([N:6]2[CH2:11][CH2:10][CH2:9][CH2:8][CH2:7]2)=[O:5])[CH:20]=[CH:19][N:18]=1. Procedure: A mixture of 18.2 g of 1-(2-aminobenzoyl)piperidine and 12.2 g of 2-methyl-4-chloropyridine in 5.0 ml of acetic acid was heated at reflux for six hours and then kept at room temperature overnight. The reaction mixture was concentrated in vacuo, and the residue treated with dilute acid to pH 2 and extracted with methylene dichloride. The aqueous layer was made basic with potassium carbonate and extracted with chloroform. Further work-up of this solution afforded 2.58 g of 1-[2-(2-methyl-4-pyridin... Reagents/catalysts: [Pd] (Pd/C). Yield: 8.9%. Reactants: COC(=O)C1=NC(=CC(=C1)C1=C(C=C(C=C1)OCC1=CC=CC=C1)OC)C(=O)OC (4-(2-methoxy-4-benzyloxyphenyl)pyridine-2,6-dicarboxylic acid dimethyl ester). Reported procedure: To a solution of 7 g (0.174 mole) of the diester 23 in 200 ml of ethanol was added 1.0 g of 10% Pd/C. The container for the resulting suspension was evacuated and filled with H2 (repeated three times) and kept under a positive atomosphere by means of a hydrogen-filled rubber bladder for 60 hours with very rapid stirring. The mixture was then filtered to remove catalyst and the solvent was removed from the filtrate by rotary evaporation. The resulting oil was dried in vacuo yielding after several... As a reaction SMILES: [CH3:1][O:2][C:3]([C:5]1[CH:10]=[C:9]([C:11]2[CH:16]=[CH:15][C:14]([O:17]CC3C=CC=CC=3)=[CH:13][C:12]=2[O:25][CH3:26])[CH:8]=[C:7]([C:27]([O:29][CH3:30])=[O:28])[N:6]=1)=[O:4]>C(O)C.[Pd]>[CH3:30][O:29][C:27]([C:7]1[CH:8]=[C:9]([C:11]2[CH:16]=[CH:15][C:14]([OH:17])=[CH:13][C:12]=2[O:25][CH3:26])[CH:10]=[C:5]([C:3]([O:2][CH3:1])=[O:4])[N:6]=1)=[O:28]. The solvent is C(C)O (ethanol). The product is COC(=O)C1=NC(=CC(=C1)C1=C(C=C(C=C1)O)OC)C(=O)OC (4-(2-methoxy-4-hydroxyphenyl)pyridine 2,6-dicarboxylic acid dimethyl ester). Starting materials: O (water), C([O-])([O-])=O.[Cs+].[Cs+] (cesium carbonate), ClC1=NC=NC2=CC(=C(C=C12)OC)OC (4-chloro-6,7-dimethoxyquinazoline), NC=1C(=CC(=C(C1)O)F)F (5-amino-2,4-difluorophenol). Solvent: CN(C)C=O (DMF). Conditions: temperature 80 celsius. The product is COC=1C=C2C(=NC=NC2=CC1OC)OC=1C(=CC(=C(N)C1)F)F (5-(6,7-dimethoxyquinazolin-4-yloxy)-2,4-difluoroaniline). RXN SMILES: C(=O)([O-])[O-].[Cs+].[Cs+].[NH2:7][C:8]1[C:9]([F:16])=[CH:10][C:11]([F:15])=[C:12]([OH:14])[CH:13]=1.Cl[C:18]1[C:27]2[C:22](=[CH:23][C:24]([O:30][CH3:31])=[C:25]([O:28][CH3:29])[CH:26]=2)[N:21]=[CH:20][N:19]=1.O>CN(C=O)C>[CH3:29][O:28][C:25]1[CH:26]=[C:27]2[C:22](=[CH:23][C:24]=1[O:30][CH3:31])[N:21]=[CH:20][N:19]=[C:18]2[O:14][C:12]1[C:11]([F:15])=[CH:10][C:9]([F:16])=[C:8]([CH:13]=1)[NH2:7] |f:0.1.2|. Procedure details: To a stirred suspension of cesium carbonate (3.25 g, 10.0 mmoles) in dry DMF (20 mL) was added 5-amino-2,4-difluorophenol (1.00 g, 6.9 mmoles). This solution was heated to 80° C. for 1 hour, and 4-chloro-6,7-dimethoxyquinazoline (1.59 g, 7.1 mmoles) was added and the reaction heated for an additional hour. At the end of this time the reaction was poured into water (200 mL) and extracted with two portions (200 mL) of ethyl acetate. The extracts were combined and dried over MgSO4. Filtration and c... Reported procedure: A solution of compound 340 (96 mg, 0.16 mmol) in 1:1 DCM/TFA (6 mL) was stirred at room temperature for 1 hour. The mixture was concentrated and purified by flash chromatography using EtOAc as an eluent, to afford the title compound 341 (47 mg, 59% yield). 1H NMR: (400.2 MHz, CD3OD) δ (ppm): 7.95 (br.s, 1H), 7.75 (m, 1H), 7.68 (m, 2H), 7.53 (t, 1H, J=7.6 Hz), 7.42 (s, 1H), 7.33 (d, 1H, J=8.2 Hz), 7.20 (m, 2H), 7.00 (m, 1H), 6.87 (d, 1H, J=8.3 Hz), 3.72 (s, 2H), 3.60 (m, 4H), 2.68 (m, 4H). MS: ca... Isolated yield 58.7%. The product is C(#N)C1=CC=C(CN2CCN(CC2)C=2SC(=CN2)C(=O)NC2=C(C=CC(=C2)C=2SC=CC2)N)C=C1 (2-(4-(4-Cyanobenzyl)piperazin-1-yl)-N-(2-amino-5-(thiophen-2-yl)phenyl) thiazole-5-carboxamide). As a reaction SMILES: [C:1]([C:3]1[CH:42]=[CH:41][C:6]([CH2:7][N:8]2[CH2:13][CH2:12][N:11]([C:14]3[S:15][C:16]([C:19]([NH:21][C:22]4[CH:27]=[C:26]([C:28]5[S:29][CH:30]=[CH:31][CH:32]=5)[CH:25]=[CH:24][C:23]=4[NH:33]C(=O)OC(C)(C)C)=[O:20])=[CH:17][N:18]=3)[CH2:10][CH2:9]2)=[CH:5][CH:4]=1)#[N:2].C(Cl)Cl.C(O)(C(F)(F)F)=O>>[C:1]([C:3]1[CH:4]=[CH:5][C:6]([CH2:7][N:8]2[CH2:13][CH2:12][N:11]([C:14]3[S:15][C:16]([C:19]([NH:21][C:22]4[CH:27]=[C:26]([C:28]5[S:29][CH:30]=[CH:31][CH:32]=5)[CH:25]=[CH:24][C:23]=4[NH2:33])=[O:20])=[CH:17][N:18]=3)[CH2:10][CH2:9]2)=[CH:41][CH:42]=1)#[N:2] |f:1.2|. Starting materials: C(#N)C1=CC=C(CN2CCN(CC2)C=2SC(=CN2)C(=O)NC2=C(C=CC(=C2)C=2SC=CC2)NC(OC(C)(C)C)=O)C=C1 (tert-Butyl 2-(2-(4-(4-cyanobenzyl)piperazin-1-yl)thiazole-5-carboxamido)-4-(thiophen-2-yl)phenylcarbamate), C(Cl)Cl.C(=O)(C(F)(F)F)O (DCM TFA). The reactants are ClC1=NC(=C(C(=N1)Cl)O)Cl (2,4,6-trichloro-pyrimidin-5-ol), C(C)(C)(C)OC(N(C)CCO)=O ((2-hydroxy-ethyl)-methyl-carbamic acid tert-butyl ester), C1(=CC=CC=C1)P(C1=CC=CC=C1)C1=CC=CC=C1 (triphenylphosphine), CC(C)OC(=O)/N=N/C(=O)OC(C)C (DIAD). Run in O1CCOCC1 (dioxane). Conditions: time 1.5 hour. Product: C(C)(C)(C)OC(N(CCOC=1C(=NC(=NC1Cl)Cl)Cl)C)=O (Methyl-[2-(2,4,6-trichloro-pyrimidin-5-yloxy)-ethyl]-carbamic acid tert-butyl ester). Isolated yield 124.5%. Reaction SMILES: [Cl:1][C:2]1[N:7]=[C:6]([Cl:8])[C:5]([OH:9])=[C:4]([Cl:10])[N:3]=1.[C:11]([O:15][C:16](=[O:22])[N:17]([CH2:19][CH2:20]O)[CH3:18])([CH3:14])([CH3:13])[CH3:12].C1(P(C2C=CC=CC=2)C2C=CC=CC=2)C=CC=CC=1.CC(OC(/N=N/C(OC(C)C)=O)=O)C>O1CCOCC1>[C:11]([O:15][C:16](=[O:22])[N:17]([CH3:18])[CH2:19][CH2:20][O:9][C:5]1[C:4]([Cl:10])=[N:3][C:2]([Cl:1])=[N:7][C:6]=1[Cl:8])([CH3:13])([CH3:14])[CH3:12]. Procedure: A mixture of 2,4,6-trichloro-pyrimidin-5-ol (300 mg, 1.50 mmol), (2-hydroxy-ethyl)-methyl-carbamic acid tert-butyl ester (300 mg, 1.71 mmol), triphenylphosphine (455 mg, 1.73 mmol) and DIAD (339 μL, 1.73 mmol) in dioxane (2.5 mL) was stirred at RT for 1.5 hours then concentrated in vacuo. The resulting residue was purified by column chromatography (SiO2, gradient 0-50% ethyl acetate in cyclohexane) affording Methyl-[2-(2,4,6-trichloro-pyrimidin-5-yloxy)-ethyl]-carbamic acid tert-butyl ester (666... Starting materials: C(CCCC(=O)O)(=O)O (glutaric acid), NC1=C(C=CC=C1)O (aminophenol). The product is O1C(=NC2=C1C=CC=C2)CCCC=2OC1=C(N2)C=CC=C1 (1,3-bis-(bezoxazole-2-yl)-propane). Reaction SMILES: [C:1]([OH:9])(=O)[CH2:2][CH2:3][CH2:4][C:5]([OH:7])=O.[NH2:10][C:11]1[CH:16]=[CH:15][CH:14]=[CH:13][C:12]=1O>>[O:7]1[C:12]2[CH:13]=[CH:14][CH:15]=[CH:16][C:11]=2[N:10]=[C:5]1[CH2:4][CH2:3][CH2:2][C:1]1[O:9][C:12]2[CH:13]=[CH:14][CH:15]=[CH:16][C:11]=2[N:10]=1. Procedure: 1 Mol of glutaric acid is reacted with 2 mols of aminophenol to produce 1,3-bis-(bezoxazole-2-yl)-propane. The reactants are C1(CC1)C=1C=CC(=NC1OCC1CCOCC1)C(=O)NC(C(=O)OCC)(CC)CC (ethyl 2-(5-cyclopropyl-6-((tetrahydro-2H-pyran-4-yl)methoxy)picolinamido)-2-ethylbutanoate), [OH-].[Na+] (sodium hydroxide). The product is C1(CC1)C=1C=CC(=NC1OCC1CCOCC1)C(=O)NC(C(=O)O)(CC)CC (2-{[5-Cyclopropyl-6-(tetrahydro-pyran-4-ylmethoxy)-pyridine-2-carbonyl]-amino}-2-ethyl-butyric acid). Reaction SMILES: [CH:1]1([C:4]2[CH:5]=[CH:6][C:7]([C:18]([NH:20][C:21]([CH2:29][CH3:30])([CH2:27][CH3:28])[C:22]([O:24]CC)=[O:23])=[O:19])=[N:8][C:9]=2[O:10][CH2:11][CH:12]2[CH2:17][CH2:16][O:15][CH2:14][CH2:13]2)[CH2:3][CH2:2]1.[OH-].[Na+]>>[CH:1]1([C:4]2[CH:5]=[CH:6][C:7]([C:18]([NH:20][C:21]([CH2:29][CH3:30])([CH2:27][CH3:28])[C:22]([OH:24])=[O:23])=[O:19])=[N:8][C:9]=2[O:10][CH2:11][CH:12]2[CH2:13][CH2:14][O:15][CH2:16][CH2:17]2)[CH2:3][CH2:2]1 |f:1.2|. Procedure: In analogy to the procedure described in Example 252 b), ethyl 2-(5-cyclopropyl-6-((tetrahydro-2H-pyran-4-yl)methoxy)picolinamido)-2-ethylbutanoate was treated with sodium hydroxide to give the title compound as white solid. MS: 389.3 [M−H]−. Reactants: Brc1n[nH]c(Br)c1Br, CCOC(C)=O, CCCCCC, O=C(CCl)N1CCN(c2ccc(F)cc2)CC1, [K+], [K+], O=C([O-])[O-], CN(C)C=O. The product is O=C(Cn1nc(Br)c(Br)c1Br)N1CCN(c2ccc(F)cc2)CC1. Reaction SMILES: [Br:1][c:2]1[n:3][nH:4][c:5]([Br:8])[c:6]1[Br:7].[C:37]([O:38][CH2:39][CH3:40])(=[O:41])[CH3:42].[CH3:43][CH2:44][CH2:45][CH2:46][CH2:47][CH3:48].[Cl:15][CH2:16][C:17](=[O:18])[N:19]1[CH2:20][CH2:21][N:22]([c:25]2[cH:26][cH:27][c:28]([F:31])[cH:29][cH:30]2)[CH2:23][CH2:24]1.[K+:10].[K+:9].[O-:11][C:12]([O-:13])=[O:14].[O:32]=[CH:33][N:34]([CH3:35])[CH3:36]>>[Br:1][c:2]1[n:3]([CH2:16][C:17](=[O:18])[N:19]2[CH2:20][CH2:21][N:22]([c:25]3[cH:26][cH:27][c:28]([F:31])[cH:29][cH:30]3)[CH2:23][CH2:24]2)[n:4][c:5]([Br:8])[c:6]1[Br:7].